Dataset: the Open Reaction Database (ORD), a public repository of structured organic reaction records. Task: describe an organic reaction: reactants, conditions, products, and yield Starting materials: C([O-])([O-])=O.[K+].[K+] (potassium carbonate), Cl.C1=C(C=CC2=CC=CC=C12)C(=O)CN1C=NC=C1 (1-(2-Naphthoylmethyl)imidazole hydrochloride). Solvent: CCOCC (ether). Product: C1=C(C=CC2=CC=CC=C12)C(=O)CN1C=NC=C1 (1-(2-naphthoylmethyl)imidazole). RXN SMILES: Cl.[CH:2]1[C:11]2[C:6](=[CH:7][CH:8]=[CH:9][CH:10]=2)[CH:5]=[CH:4][C:3]=1[C:12]([CH2:14][N:15]1[CH:19]=[CH:18][N:17]=[CH:16]1)=[O:13].C(=O)([O-])[O-].[K+].[K+]>CCOCC>[CH:2]1[C:11]2[C:6](=[CH:7][CH:8]=[CH:9][CH:10]=2)[CH:5]=[CH:4][C:3]=1[C:12]([CH2:14][N:15]1[CH:19]=[CH:18][N:17]=[CH:16]1)=[O:13] |f:0.1,2.3.4|. Reported procedure: 1-(2-Naphthoylmethyl)imidazole hydrochloride (1.0 g.) suspended in 50 ml. of ether is stirred with excess dilute aqueous potassium carbonate solution until the salt is completely dissolved. The organic layer is then separated, washed twice with water, dried over magnesium sulfate and evaporated to yield 1-(2-naphthoylmethyl)imidazole. Reactants: COCC(C)Oc1cc(O[Si](C(C)C)(C(C)C)C(C)C)cc(-c2ccc(C3=NCC(C)O3)[nH]2)c1, CCCC[N+](CCCC)(CCCC)CCCC, [F-], C1CCOC1. The product is COCC(C)Oc1cc(O)cc(-c2ccc(C3=NCC(C)O3)[nH]2)c1. RXN SMILES: [CH3:1][O:2][CH2:3][CH:4]([O:5][c:6]1[cH:7][c:8](-[c:23]2[cH:24][cH:25][c:26]([C:28]3=[N:32][CH2:31][CH:30]([CH3:33])[O:29]3)[nH:27]2)[cH:9][c:10]([O:12][Si:13]([CH:14]([CH3:15])[CH3:16])([CH:17]([CH3:18])[CH3:19])[CH:20]([CH3:21])[CH3:22])[cH:11]1)[CH3:34].[CH3:36][CH2:37][CH2:38][CH2:39][N+:40]([CH2:41][CH2:42][CH2:43][CH3:44])([CH2:45][CH2:46][CH2:47][CH3:48])[CH2:49][CH2:50][CH2:51][CH3:52].[F-:35].[O:53]1[CH2:54][CH2:55][CH2:56][CH2:57]1>>[CH3:1][O:2][CH2:3][CH:4]([O:5][c:6]1[cH:7][c:8](-[c:23]2[cH:24][cH:25][c:26]([C:28]3=[N:32][CH2:31][CH:30]([CH3:33])[O:29]3)[nH:27]2)[cH:9][c:10]([OH:12])[cH:11]1)[CH3:34]. Reactants: C(C)OC(=O)C1C(CCC1)=O (2-ethoxycarbonyl cyclopentanone), C[O-].[Na+] (sodium methoxide), Cl (HCl), Cl.NC(=N)N (guanidine HCl salt). Solvent: CN(C=O)C (N,N-dimethylformamide), CN(C=O)C (N,N-dimethylformamide), CO (methanol). Product: NC1=NC(=C2C(N1)=CC=C2)O (2-Amino-4-hydroxycyclopenta[d]pyrimidine). Isolated yield 18.0%. RXN SMILES: C([O:3][C:4]([CH:6]1[CH2:10][CH2:9][CH2:8][C:7]1=O)=O)C.C[O-].[Na+].Cl.[NH2:16][C:17]([NH2:19])=[NH:18].Cl>CO.CN(C)C=O>[NH2:19][C:17]1[NH:18][C:7]2=[CH:8][CH:9]=[CH:10][C:6]2=[C:4]([OH:3])[N:16]=1 |f:1.2,3.4|. Reported procedure: A solution of 2-ethoxycarbonyl cyclopentanone (114 ml, 0.77mol) and N,N-dimethylformamide (40 ml) was added dropwise to a mixture solution of sodium methoxide(83.2 g, 0.44 mol) and N,N-dimethylformamide(80 ml), while maintaining the temperature of the reaction system below 0° C. A solution of guanidine HCl salt(81 g, 0.85 mol) and methanol(127 ml) was added to the above reaction mixture and then was heated to reflux for 14 hours. The reaction mixture was neutralized by conc. HCl and the resultin...